This data is from the Open Reaction Database (ORD), a public repository of structured organic reaction records. The task is: describe an organic reaction: reactants, conditions, products, and yield Starting materials: BrC1=C(N)C(=CC(=C1)[N+](=O)[O-])C (2-bromo-6-methyl-4-nitroaniline), C1(=CC=CC=C1)B(O)O (phenyl boronic acid), C(=O)([O-])[O-].[Na+].[Na+] (Na2CO3), CCO.O (EtOH H2O). The reagents and catalysts are C=1C=CC(=CC1)[P](C=2C=CC=CC2)(C=3C=CC=CC3)[Pd]([P](C=4C=CC=CC4)(C=5C=CC=CC5)C=6C=CC=CC6)([P](C=7C=CC=CC7)(C=8C=CC=CC8)C=9C=CC=CC9)[P](C=1C=CC=CC1)(C=1C=CC=CC1)C=1C=CC=CC1 (Pd(PPh3)4). The solvent is COCCOC (DME), ClCCl (dichloromethane). Product: CC=1C(=C(C=C(C1)[N+](=O)[O-])C1=CC=CC=C1)N (3-Methyl-5-nitro-biphenyl-2-ylamine). Reaction SMILES: Br[C:2]1[CH:8]=[C:7]([N+:9]([O-:11])=[O:10])[CH:6]=[C:5]([CH3:12])[C:3]=1[NH2:4].[C:13]1(B(O)O)[CH:18]=[CH:17]C=[CH:15][CH:14]=1.[C:22]([O-])([O-])=O.[Na+].[Na+].CCO.O>COCCOC.ClCCl.C1C=CC([P]([Pd]([P](C2C=CC=CC=2)(C2C=CC=CC=2)C2C=CC=CC=2)([P](C2C=CC=CC=2)(C2C=CC=CC=2)C2C=CC=CC=2)[P](C2C=CC=CC=2)(C2C=CC=CC=2)C2C=CC=CC=2)(C2C=CC=CC=2)C2C=CC=CC=2)=CC=1>[CH3:22][C:2]1[C:3]([NH2:4])=[C:5]([C:12]2[CH:17]=[CH:18][CH:13]=[CH:14][CH:15]=2)[CH:6]=[C:7]([N+:9]([O-:11])=[O:10])[CH:8]=1 |f:2.3.4,5.6,^1:44,46,65,84|. Reported procedure: A mixture of 2-bromo-6-methyl-4-nitroaniline (100 mg, 0.43 mmole), phenyl boronic acid (81 mg, 0.66 mmole), 2M Na2CO3(aq) (660 μL), Pd(PPh3)4 (4 mg, 0.0033 mmole) in DME(2.4 mL) containing 1.0:1.3 EtOH/H2O (1.4 mL) was placed in a microwave tube and degassed for 5 minutes. The tube was then capped and irradiated with microwaves (CEM Discover) for 20 minutes at 110° C. The crude reaction mixture was diluted with dichloromethane (10 mL) and washed with saturated NaHCO3 solution (3×20 mL). The orga... The reactants are OCC1=CC=C(C(=O)O)C=C1 (4-(hydroxymethyl)benzoic acid), COC1=CC=C(C(C2=CC=C(C=C2)OC)(C2=CC=CC=C2)Cl)C=C1 (4,4′-dimethoxytrityl chloride), N1=CC=CC=C1 (pyridine). Yields the product COC1=CC=C(C(C2=CC=C(C=C2)OC)(C2=CC=CC=C2)OCC2=CC=C(C(=O)[O-])C=C2)C=C1.C(C)[NH+](CC)CC (triethylammonium 4-[[(4,4′-dimethoxytrityl)oxy]methyl]-benzoate). Reaction SMILES: [OH:1][CH2:2][C:3]1[CH:11]=[CH:10][C:6]([C:7]([OH:9])=[O:8])=[CH:5][CH:4]=1.[CH3:12][O:13][C:14]1[CH:35]=[CH:34][C:17]([C:18](Cl)([C:27]2[CH:32]=[CH:31][CH:30]=[CH:29][CH:28]=2)[C:19]2[CH:24]=[CH:23][C:22]([O:25][CH3:26])=[CH:21][CH:20]=2)=[CH:16][CH:15]=1.[N:36]1[CH:41]=[CH:40]C=[CH:38][CH:37]=1>>[CH3:26][O:25][C:22]1[CH:21]=[CH:20][C:19]([C:18]([O:1][CH2:2][C:3]2[CH:4]=[CH:5][C:6]([C:7]([O-:9])=[O:8])=[CH:10][CH:11]=2)([C:27]2[CH:28]=[CH:29][CH:30]=[CH:31][CH:32]=2)[C:17]2[CH:34]=[CH:35][C:14]([O:13][CH3:12])=[CH:15][CH:16]=2)=[CH:24][CH:23]=1.[CH2:37]([NH+:36]([CH2:11][CH3:3])[CH2:41][CH3:40])[CH3:38] |f:3.4|. Procedure details: A solution of commercial 4-(hydroxymethyl)benzoic acid (1.52 g, 10.0 mmol) in pyridine (50 mL) is treated with 4,4′-dimethoxytrityl chloride (3.73 g, 11.0 mmol) overnight at room temperature and concentrated to an oil in vacuo. The residue is dissolved in a mixture of MeOH and CH2Cl2 (95:5, v/v; 200 mL) and washed with 2 M aqueous triethylammonium acetate (5×20 mL). The organic solution is evaporated, re-dissolved in CH2Cl2, dried over Na2SO4, and evaporated to give crude triethylammonium 4-[[(4... Reactants: CC=1C=C2C=3CCCC(C3NC2=CC1)=O (6-methyl-1,2,3,4-tetrahydrocarbazol-1-one), 6-methyl-9-(2-ethylbromide)-1,2,3,4-tetrahydrocarbazol-1-one, C1=CC=C2C(=C1)C3=C(N2)C=NC=C3 (carbazoline), BrCCBr (1.2-dibromoethane), [OH-].[Na+] (sodium hydroxide). Reagents/catalysts: S(=O)(=O)(O)[O-].C(CCC)[N+](CCCC)(CCCC)CCCC (tetrabutylammoniumhydrogensulfate), S(=O)(=O)(O)[O-].C(CCC)[N+](CCCC)(CCCC)CCCC (tetrabutylammoniumhydrogensulfate). The solvent is O (water). Run at time 7 hour. Yields the product CC=1C=C2C=3CCCC(C3N(C2=CC1)CCBr)=O (6-methyl-9-(2-bromoethyl)-1,2,3,4-tetrahydrocarbazol-1-one). RXN SMILES: [CH3:1][C:2]1[CH:3]=[C:4]2[C:12](=[CH:13][CH:14]=1)[NH:11][C:10]1[C:9](=[O:15])[CH2:8][CH2:7][CH2:6][C:5]2=1.[Br:16][CH2:17][CH2:18]Br.[OH-].[Na+].C1C=C2C3C=CN=CC=3NC2=CC=1>S([O-])(O)(=O)=O.C([N+](CCCC)(CCCC)CCCC)CCC.O>[CH3:1][C:2]1[CH:3]=[C:4]2[C:12](=[CH:13][CH:14]=1)[N:11]([CH2:18][CH2:17][Br:16])[C:10]1[C:9](=[O:15])[CH2:8][CH2:7][CH2:6][C:5]2=1 |f:2.3,5.6|. Procedure: 199 g. (1 mole) of 6-methyl-1,2,3,4-tetrahydrocarbazol-1-one (m.p.: 199° C., as given in literature: 194°-195° C., 195°-196° C., 195° C., cf. Bloink and Pausacker loc. cit. page 1330), 1520 g. (8.1 moles), 1.2-dibromoethane and 1000 ml. (7.5 moles) of aqueous sodium hydroxide solution (30% strength) are taken initially and admixed, while stirring at room temperature, with 4.25 g. (12.5 m mole) of tetrabutylammoniumhydrogensulfate dissolved in 25 ml of water. With a slight temperature rise, the r... Reactants: C(C1=CC=CC=C1)N1C(=CC2=NC(=CC=C21)N(NC(=O)OC(C)(C)C)C(=O)OC(C)(C)C)C=2N=CN(C2)C(C2=CC=CC=C2)(C2=CC=CC=C2)C2=CC=CC=C2 (di-tert-butyl 1-[1-benzyl-2-(1-trityl-1H-imidazol-4-yl)-1H-pyrrolo[3,2-b]pyridin-5-yl]hydrazine-1,2-dicarboxylate), C(C=C)#N (2-propenenitrile), N12CCCCCC2=NCCC1 (1,8-diazabicyclo[5.4.0]undec-7-ene). Run in CC#N (MeCN). Run at time 15 minute. Yields the product C(C1=CC=CC=C1)N1C(=CC2=C1C=CC=1N2C(=NN1)C)C=1N=CN(C1)CCC#N (3-[4-(6-benzyl-1-methyl-6H-pyrrolo[2,3-e][1,2,4]triazolo[4,3-a]pyridin-7-yl)-1H-imidazol-1-yl]propanenitrile). Reaction SMILES: [CH2:1]([N:8]1[C:16]2[C:11](=[N:12][C:13]([N:17](C(OC(C)(C)C)=O)[NH:18]C(OC(C)(C)C)=O)=[CH:14][CH:15]=2)[CH:10]=[C:9]1[C:33]1[N:34]=[CH:35][N:36]([C:38](C2C=CC=CC=2)(C2C=CC=CC=2)[C:39]2C=CC=C[CH:40]=2)[CH:37]=1)[C:2]1[CH:7]=[CH:6][CH:5]=[CH:4][CH:3]=1.[C:57](#N)[CH:58]=C.[N:61]12CCCN=C1CCCCC2>CC#N>[CH2:1]([N:8]1[C:16]2[CH:15]=[CH:14][C:13]3[N:12]([C:57]([CH3:58])=[N:18][N:17]=3)[C:11]=2[CH:10]=[C:9]1[C:33]1[N:34]=[CH:35][N:36]([CH2:38][CH2:39][C:40]#[N:61])[CH:37]=1)[C:2]1[CH:3]=[CH:4][CH:5]=[CH:6][CH:7]=1. Procedure: A mixture of 6-benzyl-7-(1H-imidazol-4-yl)-1-methyl-6H-pyrrolo[2,3-e][1,2,4]triazolo[4,3-a]pyridine (4.3 mg, 0.013 mmol, from Example 74) and 2-propenenitrile (2.6 μL, 0.039 mmol, Aldrich) in MeCN (0.17 mL) was treated with 1,8-diazabicyclo[5.4.0]undec-7-ene (2.0 μL, 0.013 mmol, Aldrich). The reaction was allowed to proceed for 15 minutes, then was purified via preparative HPLC-MS (C18 eluting with a gradient of MeCN and H2O containing 0.15% NH4OH). Yield: (3.3 mg, 66%). Conditions: time 4 hour. Yields the product C(CCCCCCCCCCCCCCC)(=O)NC=1C(C=CC(C1)=O)=O (n-hexadecanoylaminobenzoquinone). The solvent is C(C)(=O)OCC (ethyl acetate). The reactants are C(CCCCCCCCCCCCCCC)(=O)NC1=C(O)C=CC(=C1)O (n-hexadecanoylaminohydroquinone). Procedure: 30 g of (7-2) thus obtained was dissolved in 600 ml of ethyl acetate. 60 g of manganese dioxide was then added to the solution. The reaction mixture was stirred at room temperature for 4 hours. The reaction mixture was filtered off at an elevated temperature, and the filtrate was then concentrated. The concentrate was recrystallized from acetonitrile to obtain 27 g of the desired compound. Yield: 90.5%. As a reaction SMILES: [C:1]([NH:18][C:19]1[CH:25]=[C:24]([OH:26])[CH:23]=[CH:22][C:20]=1[OH:21])(=[O:17])[CH2:2][CH2:3][CH2:4][CH2:5][CH2:6][CH2:7][CH2:8][CH2:9][CH2:10][CH2:11][CH2:12][CH2:13][CH2:14][CH2:15][CH3:16]>C(OCC)(=O)C.[O-2].[O-2].[Mn+4]>[C:1]([NH:18][C:19]1[C:20](=[O:21])[CH:22]=[CH:23][C:24](=[O:26])[CH:25]=1)(=[O:17])[CH2:2][CH2:3][CH2:4][CH2:5][CH2:6][CH2:7][CH2:8][CH2:9][CH2:10][CH2:11][CH2:12][CH2:13][CH2:14][CH2:15][CH3:16] |f:2.3.4|. The reagents and catalysts are [O-2].[O-2].[Mn+4] (manganese dioxide). Starting materials: OC(=O)C(F)(F)F.C(C1=CC=CC=C1)N1CC2=NC(=C(N=C2CC1)NC(C)C)N1CCC(CC1)S(=O)(=O)C1=CC(=CC=C1)F (6-benzyl-3-(4-((3-fluorophenyl)sulfonyl)piperidin-1-yl)-N-isopropyl-5,6,7,8-tetrahydropyrido[3,4-b]pyrazin-2-amine TFA salt). Reagents/catalysts: [OH-].[OH-].[Pd+2] (Pd(OH)2). The solvent is C1CCOC1 (THF). Conditions: time 2 hour. Product: FC=1C=C(C=CC1)S(=O)(=O)C1CCN(CC1)C1=C(N=C2C(=N1)CNCC2)NC(C)C (3-(4-((3-fluorophenyl)sulfonyl)piperidin-1-yl)-N-isopropyl-5,6,7,8-tetrahydropyrido[3,4-b]pyrazin-2-amine), C(=O)(C(F)(F)F)O (TFA). The yield is 475.4%. As a reaction SMILES: [OH:1][C:2]([C:4]([F:7])([F:6])[F:5])=[O:3].C([N:15]1[CH2:24][CH2:23][C:22]2[C:17](=[N:18][C:19]([N:29]3[CH2:34][CH2:33][CH:32]([S:35]([C:38]4[CH:43]=[CH:42][CH:41]=[C:40]([F:44])[CH:39]=4)(=[O:37])=[O:36])[CH2:31][CH2:30]3)=[C:20]([NH:25][CH:26]([CH3:28])[CH3:27])[N:21]=2)[CH2:16]1)C1C=CC=CC=1>C1COCC1.[OH-].[OH-].[Pd+2]>[F:44][C:40]1[CH:39]=[C:38]([S:35]([CH:32]2[CH2:33][CH2:34][N:29]([C:19]3[N:18]=[C:17]4[CH2:16][NH:15][CH2:24][CH2:23][C:22]4=[N:21][C:20]=3[NH:25][CH:26]([CH3:28])[CH3:27])[CH2:30][CH2:31]2)(=[O:36])=[O:37])[CH:43]=[CH:42][CH:41]=1.[C:2]([OH:3])([C:4]([F:7])([F:6])[F:5])=[O:1] |f:0.1,3.4.5|. Procedure details: To a solution of 6-benzyl-3-(4-((3-fluorophenyl)sulfonyl)piperidin-1-yl)-N-isopropyl-5,6,7,8-tetrahydropyrido[3,4-b]pyrazin-2-amine TFA salt (68 mg, 0.107 mmol) in THF (1333 μL) was added Pd(OH)2 (20 wt %, 22.5 mg, 0.032 mmol). The flask was purged with nitrogen then allowed to stir under an atmosphere of hydrogen (balloon) for 2 h. The reaction mixture was filtered through a hydrophilic PTFE 0.45 μm filter (Millipore® Millex-LCR) and washed with EtOAc. The crude material was concentrated in vac... Reported procedure: 1-formyl-imidazole (about 0.100 grams) was dissolved in 1 mL of tetrahydrofuran at room temperature. Immediately, 1 equivalent (eq.) of n-butyl lithium in about 1.6 M (molar) hexanes was added to the reaction mixture, followed by 1.2 eq. of freshly prepared 1:1 molar mixture of potassium nitrate (KNO3) and trifluoroacetic anhydride (TFAA) in tetrahydrofuran as solvent at about 0° C. to about 4° C. The active nitrating species (CF3C(O)ONO2), thus, was generated in situ and the reaction mixture wa... Yields the product C(=O)N1C(=NC=C1)[N+](=O)[O-] (1-formyl-2-nitro-1H-imidazole). As a reaction SMILES: [CH:1]([N:3]1[CH:7]=[CH:6][N:5]=[CH:4]1)=[O:2].C([Li])CCC.C(C([O:19][N+:20]([O-])=[O:21])=O)(F)(F)F>O1CCCC1.[N+]([O-])([O-])=O.[K+].FC(F)(F)C(OC(=O)C(F)(F)F)=O>[CH:1]([N:3]1[CH:7]=[CH:6][N:5]=[C:4]1[N+:20]([O-:21])=[O:19])=[O:2] |f:4.5|. The reactants are C(CCC)[Li] (n-butyl lithium), C(F)(F)(F)C(=O)O[N+](=O)[O-] (CF3C(O)ONO2), C(=O)N1C=NC=C1 (1-formyl-imidazole), mixture. The yield is 62.0%. Run in hexanes, FC(C(=O)OC(C(F)(F)F)=O)(F)F (trifluoroacetic anhydride), [N+](=O)([O-])[O-].[K+] (potassium nitrate), O1CCCC1 (tetrahydrofuran), O1CCCC1 (tetrahydrofuran). Run at time 1.5 minute. Starting materials: O (water), C(C1=CC=CC=C1)OC(CC=C)COC1=CC=C(C=C1)F (4-benzyloxy-5-(4-fluorophenoxy)-1-pentene), [BH4-].[Na+] (sodium borohydride), B(F)(F)F.CCOCC (boron fluoride etherate). The solvent is O1CCCC1 (tetrahydrofuran), O1CCCC1 (tetrahydrofuran). Conditions: time 15 hour. The product is C(C1=CC=CC=C1)OC(CCCO)COC1=CC=C(C=C1)F (4-benzyloxy-5-(4-fluorophenoxy)-1-pentanol). The yield is 100.0%. Reaction SMILES: [CH2:1]([O:8][CH:9]([CH2:13][O:14][C:15]1[CH:20]=[CH:19][C:18]([F:21])=[CH:17][CH:16]=1)[CH2:10][CH:11]=[CH2:12])[C:2]1[CH:7]=[CH:6][CH:5]=[CH:4][CH:3]=1.[BH4-].[Na+].B(F)(F)F.CC[O:30]CC.O>O1CCCC1>[CH2:1]([O:8][CH:9]([CH2:13][O:14][C:15]1[CH:16]=[CH:17][C:18]([F:21])=[CH:19][CH:20]=1)[CH2:10][CH2:11][CH2:12][OH:30])[C:2]1[CH:3]=[CH:4][CH:5]=[CH:6][CH:7]=1 |f:1.2,3.4|. Procedure: To a mixture of 4-benzyloxy-5-(4-fluorophenoxy)-1-pentene (2.86 g., 10 mmoles), sodium borohydride (0.47 g., 12.5 mmoles), and tetrahydrofuran (25 ml.) is added dropwise a solution of boron fluoride etherate (2.1 ml., 16.7 mmoles) in tetrahydrofuran (5 ml.) at ice-bath temperatures under a nitrogen atmosphere. The resulting mixture is further stirred at room temperature overnight (ca.15 hours). The reaction flask is chilled in an ice bath and water (2 ml.) is very cautiously added to destroy the... The reactants are CCN1CC(C(=O)OC(C)(C)C)N(C(=O)C(C)CSC(=O)c2ccccc2)C1=O, O=C(O)C(F)(F)F. Product: CCN1CC(C(=O)O)N(C(=O)C(C)CSC(=O)c2ccccc2)C1=O. RXN SMILES: [CH2:1]([CH3:2])[N:3]1[C:4](=[O:29])[N:5]([C:15]([CH:16]([CH2:17][S:18][C:19]([c:20]2[cH:21][cH:22][cH:23][cH:24][cH:25]2)=[O:26])[CH3:27])=[O:28])[CH:6]([C:8](=[O:9])[O:10][C:11]([CH3:12])([CH3:13])[CH3:14])[CH2:7]1.[OH:30][C:31]([C:32]([F:33])([F:34])[F:35])=[O:36]>>[CH2:1]([CH3:2])[N:3]1[C:4](=[O:29])[N:5]([C:15]([CH:16]([CH2:17][S:18][C:19]([c:20]2[cH:21][cH:22][cH:23][cH:24][cH:25]2)=[O:26])[CH3:27])=[O:28])[CH:6]([C:8](=[O:9])[OH:10])[CH2:7]1.